Dataset: the Open Reaction Database (ORD), a public repository of structured organic reaction records. Task: describe an organic reaction: reactants, conditions, products, and yield Starting materials: [O-]S(=O)(=O)[O-].[Na+].[Na+] (Na2SO4), ice, C(C)OC(=O)C=1C=NN(C1)C1=C(C=CC(=C1)Cl)NS(=O)(=O)C1=CC=C(C=C1)C(C)(C)C (1-[2-(4-tert-butyl-benzenesulfonylamino)-5-chloro-phenyl]-1H-pyrazole-4-carboxylic acid ethyl ester), [H-].[H-].[H-].[H-].[Li+].[Al+3] (LiAlH4). The solvent is C1CCOC1 (THF). Conditions: time 1 hour. Yields the product C(C)(C)(C)C1=CC=C(C=C1)S(=O)(=O)NC1=C(C=C(C=C1)Cl)N1N=CC(=C1)CO (4-tert-Butyl-N-[4-chloro-2-(4-hydroxymethyl-pyrazol-1-yl)-phenyl]-benzenesulfonamide). Reaction SMILES: C([O:3][C:4]([C:6]1[CH:7]=[N:8][N:9]([C:11]2[CH:16]=[C:15]([Cl:17])[CH:14]=[CH:13][C:12]=2[NH:18][S:19]([C:22]2[CH:27]=[CH:26][C:25]([C:28]([CH3:31])([CH3:30])[CH3:29])=[CH:24][CH:23]=2)(=[O:21])=[O:20])[CH:10]=1)=O)C.[H-].[H-].[H-].[H-].[Li+].[Al+3].[O-]S([O-])(=O)=O.[Na+].[Na+]>C1COCC1>[C:28]([C:25]1[CH:24]=[CH:23][C:22]([S:19]([NH:18][C:12]2[CH:13]=[CH:14][C:15]([Cl:17])=[CH:16][C:11]=2[N:9]2[CH:10]=[C:6]([CH2:4][OH:3])[CH:7]=[N:8]2)(=[O:21])=[O:20])=[CH:27][CH:26]=1)([CH3:31])([CH3:29])[CH3:30] |f:1.2.3.4.5.6,7.8.9|. Reported procedure: To an ice cold solution of 1-[2-(4-tert-butyl-benzenesulfonylamino)-5-chloro-phenyl]-1H-pyrazole-4-carboxylic acid ethyl ester (synthesized according to general procedure D, 220 mg, 0.47 mmol) in THF (5 mL) was added LiAlH4 (1.0 mL, 2.4 M solution in THF) dropwise and the resultant reaction mixture was stirred for one hour at room temperature. Saturated Na2SO4 solution (3 mL) was subsequently added slowly at 0° C. and the precipitated solid was filtered through celite and washed thoroughly with ... Reactants: CC1CCN(CCOc2ccc(C#Cc3ncc(-c4ccc(Cl)cc4)cc3Br)cc2)CC1, C1COCCO1, COB(O)O, [Na+], [Na+], O=C([O-])[O-]. Yields the product Cc1cc(-c2ccc(Cl)cc2)cnc1C#Cc1ccc(OCCN2CCC(C)CC2)cc1. RXN SMILES: [Br:7][c:8]1[c:9]([C:21]#[C:22][c:23]2[cH:24][cH:25][c:26]([O:29][CH2:30][CH2:31][N:32]3[CH2:33][CH2:34][CH:35]([CH3:38])[CH2:36][CH2:37]3)[cH:27][cH:28]2)[n:10][cH:11][c:12](-[c:14]2[cH:15][cH:16][c:17]([Cl:20])[cH:18][cH:19]2)[cH:13]1.[CH2:44]1[O:45][CH2:46][CH2:47][O:48][CH2:49]1.[CH3:39][O:40][B:41]([OH:42])[OH:43].[Na+:1].[Na+:2].[O-:3][C:4](=[O:5])[O-:6]>>[CH3:4][c:8]1[c:9]([C:21]#[C:22][c:23]2[cH:24][cH:25][c:26]([O:29][CH2:30][CH2:31][N:32]3[CH2:33][CH2:34][CH:35]([CH3:38])[CH2:36][CH2:37]3)[cH:27][cH:28]2)[n:10][cH:11][c:12](-[c:14]2[cH:15][cH:16][c:17]([Cl:20])[cH:18][cH:19]2)[cH:13]1. Reactants: BrC=1C(=CC2=C(OCO2)C1)C=O (6-bromo-1,3-benzodioxole-5-carbaldehyde), C([O-])([O-])=O.[K+].[K+] (potassium carbonate), O (water), NC1=NC2=CC=C(C=C2C(=N1)C(=O)N1CC2=CC=CC=C2C1)B1OC(C(O1)(C)C)(C)C ([2-amino-6-(4,4,5,5-tetramethyl-1,3,2-dioxaborolan-2-yl)quinazolin-4-yl]-(1,3-dihydroisoindol-2-yl)methanone). Reagents/catalysts: C1=CC=C(C=C1)P([C-]2C=CC=C2)C3=CC=CC=C3.C1=CC=C(C=C1)P([C-]2C=CC=C2)C3=CC=CC=C3.Cl[Pd]Cl.[Fe+2] ([1,1′-bis(diphenylphosphino)ferrocene]-palladium(II) dichloride). Solvent: C(C)O (ethanol). Conditions: temperature 120 celsius. Product: NC1=NC2=CC=C(C=C2C(=N1)C(=O)N1CC2=CC=CC=C2C1)C=1C(=CC2=C(OCO2)C1)C=O (6-[2-Amino-4-(isoindoline-2-carbonyl)quinazolin-6-yl]-1,3-benzodioxole-5-carbaldehyde). Reaction SMILES: Br[C:2]1[C:3]([CH:11]=[O:12])=[CH:4][C:5]2[O:9][CH2:8][O:7][C:6]=2[CH:10]=1.C(=O)([O-])[O-].[K+].[K+].O.[NH2:20][C:21]1[N:30]=[C:29]([C:31]([N:33]2[CH2:41][C:40]3[C:35](=[CH:36][CH:37]=[CH:38][CH:39]=3)[CH2:34]2)=[O:32])[C:28]2[C:23](=[CH:24][CH:25]=[C:26](B3OC(C)(C)C(C)(C)O3)[CH:27]=2)[N:22]=1>C(O)C.C1C=CC(P(C2C=CC=CC=2)[C-]2C=CC=C2)=CC=1.C1C=CC(P(C2C=CC=CC=2)[C-]2C=CC=C2)=CC=1.Cl[Pd]Cl.[Fe+2]>[NH2:20][C:21]1[N:30]=[C:29]([C:31]([N:33]2[CH2:34][C:35]3[C:40](=[CH:39][CH:38]=[CH:37][CH:36]=3)[CH2:41]2)=[O:32])[C:28]2[C:23](=[CH:24][CH:25]=[C:26]([C:2]3[C:3]([CH:11]=[O:12])=[CH:4][C:5]4[O:9][CH2:8][O:7][C:6]=4[CH:10]=3)[CH:27]=2)[N:22]=1 |f:1.2.3,7.8.9.10|. Procedure: 280 mg of 6-bromo-1,3-benzodioxole-5-carbaldehyde, 331 mg of potassium carbonate, 22 μl of water and 49 mg of [1,1′-bis(diphenylphosphino)ferrocene]-palladium(II) dichloride are added to a solution of 500 mg of [2-amino-6-(4,4,5,5-tetramethyl-1,3,2-dioxaborolan-2-yl)quinazolin-4-yl]-(1,3-dihydroisoindol-2-yl)methanone in 50 ml of ethanol under argon. The mixture is heated at 120° C. for 4 h; the hot mixture is filtered through kieselguhr, and the filtrate is evaporated. The residue obtained was ... Reagents/catalysts: [Pt]=O (platinum oxide). Procedure details: A mixture of methyl (E)-3-[2-n-butyl-1-{(2-chlorophenyl)methyl}-1H-imidazol-5-yl]-3-methyl-2-propenoate (165 mg, 0.476 mmol) in methanol (10 mL) and platinum oxide (20 mg) was shaken under one atmosphere of hydrogen for 3 hours. TLC on silica gel with 6:4 hexane/ethyl acetate showed a homogenous spot with an Rf 0.54. The catalyst was filtered, and the filtrate was concentrated to 154 mg (93%) of the title compound. The reactants are C(CCC)C=1N(C(=CN1)/C(=C/C(=O)OC)/C)CC1=C(C=CC=C1)Cl (methyl (E)-3-[2-n-butyl-1-{(2-chlorophenyl)methyl}-1H-imidazol-5-yl]-3-methyl-2-propenoate), CCCCCC.C(C)(=O)OCC (hexane ethyl acetate), [H][H] (hydrogen). Reaction SMILES: [CH2:1]([C:5]1[N:6]([CH2:17][C:18]2[CH:23]=[CH:22][CH:21]=[CH:20][C:19]=2[Cl:24])[C:7](/[C:10](/[CH3:16])=[CH:11]/[C:12]([O:14][CH3:15])=[O:13])=[CH:8][N:9]=1)[CH2:2][CH2:3][CH3:4].[H][H].CCCCCC.C(OCC)(=O)C>CO.[Pt]=O>[CH2:1]([C:5]1[N:6]([CH2:17][C:18]2[CH:23]=[CH:22][CH:21]=[CH:20][C:19]=2[Cl:24])[C:7]([CH:10]([CH3:16])[CH2:11][C:12]([O:14][CH3:15])=[O:13])=[CH:8][N:9]=1)[CH2:2][CH2:3][CH3:4] |f:2.3|. The solvent is CO (methanol). The product is C(CCC)C=1N(C(=CN1)C(CC(=O)OC)C)CC1=C(C=CC=C1)Cl (methyl 3-[2-n-butyl-1-{(2-chlorophenyl)methyl}-1H-imidazol-5-yl]butyrate).